From a dataset of the Open Reaction Database (ORD), a public repository of structured organic reaction records. describe an organic reaction: reactants, conditions, products, and yield Reactants: O=C(CN1C2=C(NC3=C(C1=O)C=CC=C3)N=CC=C2)CCC2=CC=CC=C2 (5-(2-oxo-4-phenylbutyl)-5H-benzo[e]pyrido[3,2-b][1,4]diazepin-6(11H)-one), C(C)(=O)[O-].[NH4+] (ammonium acetate). The solvent is C(C)(=O)O (acetic acid). Run at temperature 120 celsius, time 8 hour. The product is C(CC1=CC=CC=C1)C=1N=C2N(C3=C(NC4=C2C=CC=C4)N=CC=C3)C1 (2-phenethyl-9H-benzo[f]imidazo[1,2-d]pyrido[2,3-b][1,4]diazepine). The yield is 25.3%. RXN SMILES: O=[C:2]([CH2:20][CH2:21][C:22]1[CH:27]=[CH:26][CH:25]=[CH:24][CH:23]=1)[CH2:3][N:4]1[C:10](=O)[C:9]2[CH:12]=[CH:13][CH:14]=[CH:15][C:8]=2[NH:7][C:6]2[N:16]=[CH:17][CH:18]=[CH:19][C:5]1=2.C([O-])(=O)C.[NH4+:32]>C(O)(=O)C>[CH2:20]([C:2]1[N:32]=[C:10]2[C:9]3[CH:12]=[CH:13][CH:14]=[CH:15][C:8]=3[NH:7][C:6]3[N:16]=[CH:17][CH:18]=[CH:19][C:5]=3[N:4]2[CH:3]=1)[CH2:21][C:22]1[CH:27]=[CH:26][CH:25]=[CH:24][CH:23]=1 |f:1.2|. Procedure details: To a solution of 5-(2-oxo-4-phenylbutyl)-5H-benzo[e]pyrido[3,2-b][1,4]diazepin-6(11H)-one (1.56 g, 1 eq.) in acetic acid (10 mL) was added ammonium acetate (3.37 g, 10 eq.). The reaction was stirred at 120° C. for 8 hours. The reaction mixture was poured onto water (100 mL) and extracted with dichloromethane (3×100 mL). The combined organic extracts were dried over sodium sulfate, filtered and concentrated under reduced pressure. Purification by column chromatography (0-10% methanol in dichlorom... Starting materials: C1(=CC=CC=C1)C1=NC(=NC=C1)N1CC2CNCC2C1 (2-(4-Phenyl-pyrimidin-2-yl)-octahydro-pyrrolo[3,4-c]pyrrole), N1(C=CC=C1)C1=C(C(=O)O)C=CC=C1 (2-pyrrol-1-yl-benzoic acid). The product is C1(=CC=CC=C1)C1=NC(=NC=C1)N1CC2CN(CC2C1)C(=O)C1=C(C=CC=C1)N1C=CC=C1 (2-(4-Phenylpyrimidin-2-yl)-5-{[2-(1H-pyrrol-1-yl)phenyl]carbonyl}octahydro-pyrrolo[3,4-c]pyrrole). RXN SMILES: [C:1]1([C:7]2[CH:12]=[CH:11][N:10]=[C:9]([N:13]3[CH2:20][CH:19]4[CH:15]([CH2:16][NH:17][CH2:18]4)[CH2:14]3)[N:8]=2)[CH:6]=[CH:5][CH:4]=[CH:3][CH:2]=1.[N:21]1([C:26]2[CH:34]=[CH:33][CH:32]=[CH:31][C:27]=2[C:28](O)=[O:29])[CH:25]=[CH:24][CH:23]=[CH:22]1>>[C:1]1([C:7]2[CH:12]=[CH:11][N:10]=[C:9]([N:13]3[CH2:14][CH:15]4[CH:19]([CH2:18][N:17]([C:28]([C:27]5[CH:31]=[CH:32][CH:33]=[CH:34][C:26]=5[N:21]5[CH:25]=[CH:24][CH:23]=[CH:22]5)=[O:29])[CH2:16]4)[CH2:20]3)[N:8]=2)[CH:2]=[CH:3][CH:4]=[CH:5][CH:6]=1. Reported procedure: The title compound was prepared in a manner analogous to Example 15 utilizing Intermediate 26 and 2-pyrrol-1-yl-benzoic acid. MS (ESI) mass calcd. for C27H25N5O, 435.53; m/z found, 436.3 [M+H]+. Reactants: hydrocarbon, C(CCCCC(C)C)[Si](OC)(OC)OC (isooctyltrimethoxysilane), CC(C[Si](OC)(OC)OC)CC(C)(C)C (2,4,4-trimethyl-1-pentyltrimethoxysilane), [OH-].[K+] (potassium hydroxide), C[Si](OC)(OC)OC (methyltrimethoxysilane). Solvent: O (water), O (water), O (water). Yields the product C[Si](OC)(OC)OC.C(CCCCC(C)C)[Si](OC)(OC)OC.[OH-].[K+] (methyltrimethoxysilane isooctyltrimethoxysilane KOH). As a reaction SMILES: [CH2:1]([Si:9]([O:14][CH3:15])([O:12][CH3:13])[O:10][CH3:11])[CH2:2][CH2:3][CH2:4][CH2:5][CH:6]([CH3:8])[CH3:7].CC(CC(C)(C)C)C[Si](OC)(OC)[O:20]C.C[Si](OC)(OC)OC.[OH-].[K+:40]>O>[CH3:1][Si:9]([O:14][CH3:15])([O:12][CH3:13])[O:10][CH3:11].[CH2:1]([Si:9]([O:14][CH3:15])([O:10][CH3:11])[O:12][CH3:13])[CH2:2][CH2:3][CH2:4][CH2:5][CH:6]([CH3:8])[CH3:7].[OH-:20].[K+:40] |f:3.4,6.7.8.9|. Procedure: A 500 ml 5-neck round-bottom flask rendered inert with nitrogen and equipped with paddle stirrer, dropping funnel, thermometer, and water separator with reflux condenser is charged with 20 g (0.085 mol) of isooctyltrimethoxysilane (=2,4,4-trimethyl-1-pentyltrimethoxysilane, available commercially from Wacker Chemie AG as SILRES® BS 1316), 35 g (0.25 mol) of methyltrimethoxysilane (available commercially from Wacker Chemie AG), and 41 g of Isopar E (isoparaffinic hydrocarbon mixture with a boilin... The reactants are C1=C(C=CC2=CC=CC=C12)OCCOC1=CC=C(C=C1)C(C(=O)Cl)=O (4-[2-(2-naphthalenyloxy)ethoxy]-alpha-oxobenzeneacetyl chloride), C1=C(C=CC2=CC=CC=C12)OCCOC1=CC=C(C=C1)C(C(=O)O)=O (4-[2-(2-naphthalenyloxy)ethoxy]-alpha-oxobenzeneacetic acid), Cl.CNO (N-methylhydroxylamine hydrochloride). Solvent: ClCCl (dichloromethane), N1=CC=CC=C1 (pyridine), O (water). Reaction conditions: time 18 hour. The product is ON(C(C(C1=CC=C(C=C1)OCCOC1=CC2=CC=CC=C2C=C1)=O)=O)C (N-hydroxy-N-methyl-4-[2-(2-naphthalenyloxy)ethoxy]-alpha-oxobenzeneacetamide). As a reaction SMILES: [CH:1]1[C:10]2[C:5](=[CH:6][CH:7]=[CH:8][CH:9]=2)[CH:4]=[CH:3][C:2]=1[O:11][CH2:12][CH2:13][O:14][C:15]1[CH:20]=[CH:19][C:18]([C:21](=[O:25])[C:22](Cl)=[O:23])=[CH:17][CH:16]=1.C1C2C(=CC=CC=2)C=CC=1OCCOC1C=CC(C(=O)C(O)=O)=CC=1.Cl.[CH3:52][NH:53][OH:54]>ClCCl.N1C=CC=CC=1.O>[OH:54][N:53]([CH3:52])[C:22](=[O:23])[C:21](=[O:25])[C:18]1[CH:19]=[CH:20][C:15]([O:14][CH2:13][CH2:12][O:11][C:2]2[CH:3]=[CH:4][C:5]3[C:10](=[CH:9][CH:8]=[CH:7][CH:6]=3)[CH:1]=2)=[CH:16][CH:17]=1 |f:2.3|. Procedure: A solution of 4-[2-(2-naphthalenyloxy)ethoxy]-alpha-oxobenzeneacetyl chloride, derived from 4-[2-(2-naphthalenyloxy)ethoxy]-alpha-oxobenzeneacetic acid (0.312 g) in the previously described manner (Example 6), in dichloromethane was treated with a solution of N-methylhydroxylamine hydrochloride (0.094 g) in pyridine (1.5 mL). After the reaction solution was stirred at room temperature for 18 hours, it was concentated in vacuo and then diluted with water. The resulting fine yellow precipitate was...